describe an organic reaction: reactants, conditions, products, and yield From a dataset of the Open Reaction Database (ORD), a public repository of structured organic reaction records. Reactants: CC(C)OC(=O)/N=N/C(=O)OC(C)C (DIAD), OC1CCN(CC1)C(C)=O (1-(4-Hydroxy-piperidin-1-yl)-ethanone), BrC=1C=C(C=NC1)O (5-bromo-pyridin-3-ol), C1=CC=C(C=C1)P(C2=CC=CC=C2)C3=CC=CC=C3 (PPh3). Run in C1CCOC1 (THF). Run at time 8 hour. Yields the product BrC=1C=C(C=NC1)OC1CCN(CC1)C(C)=O (1-[4-(5-bromo-pyridin-3-yloxy)-piperidin-1-yl]-ethanone). Reaction SMILES: [OH:1][CH:2]1[CH2:7][CH2:6][N:5]([C:8](=[O:10])[CH3:9])[CH2:4][CH2:3]1.[Br:11][C:12]1[CH:13]=[C:14](O)[CH:15]=[N:16][CH:17]=1.C1C=CC(P(C2C=CC=CC=2)C2C=CC=CC=2)=CC=1.CC(OC(/N=N/C(OC(C)C)=O)=O)C>C1COCC1>[Br:11][C:12]1[CH:13]=[C:14]([O:1][CH:2]2[CH2:7][CH2:6][N:5]([C:8](=[O:10])[CH3:9])[CH2:4][CH2:3]2)[CH:15]=[N:16][CH:17]=1. Procedure: 1-(4-Hydroxy-piperidin-1-yl)-ethanone (200 mg 1.40 mmol) and 5-bromo-pyridin-3-ol (248 mg; 1.425 mmol) are added dropwise to a solution of PPh3 (606 mg) in THF (30 ml). DIAD (462 mg) is added to the solution. The mixture is stirred at room temperature overnight. The mixture is washed with water, diluted with DCM and dried over Na2SO4, filtered and concentrated to give 1-[4-(5-bromo-pyridin-3-yloxy)-piperidin-1-yl]-ethanone. Starting materials: [Li]CCCC, C1CCOC1, CC(C)NC(C)C, CC(C)[N-]C(C)C, Clc1ccncc1, [Li+], CN(C)C=O. Yields the product O=Cc1cnccc1Cl. RXN SMILES: [CH2:16]([Li:17])[CH2:18][CH2:19][CH3:20].[CH2:33]1[O:34][CH2:35][CH2:36][CH2:37]1.[CH:21]([NH:22][CH:23]([CH3:24])[CH3:25])([CH3:26])[CH3:27].[CH:8]([N-:9][CH:10]([CH3:11])[CH3:12])([CH3:13])[CH3:14].[Cl:1][c:2]1[cH:3][cH:4][n:5][cH:6][cH:7]1.[Li+:15].[O:28]=[CH:29][N:30]([CH3:31])[CH3:32]>>[Cl:1][c:2]1[c:3]([CH:29]=[O:28])[cH:4][n:5][cH:6][cH:7]1. The reactants are C12CN(CC(CC1)O2)C2=C1C(=NC(=N2)Cl)N(N=C1)CCC#N (3-(4-(8-oxa-3-azabicyclo[3.2.1]octan-3-yl)-6-chloro-1H-pyrazolo[3,4-d]pyrimidin-1-yl)propanenitrile), aqueous solution, C(=O)([O-])[O-].[Na+].[Na+] (Na2CO3), NC1=CC=C(C=C1)B(O)O (4-Aminophenylboronic acid), pinacol ester. The solvent is C1(=CC=CC=C1)C (toluene), C(C)O (ethanol). Yields the product NC1=CC=C(C=C1)C1=NC(=C2C(=N1)N(N=C2)CCC#N)N2CC1CCC(C2)O1 (3-(6-(4-aminophenyl)-4-(8-oxa-3-azabicyclo[3.2.1]octan-3-yl)-1H-pyrazolo[3,4-d]pyrimidin-1-yl)propanenitrile). RXN SMILES: [CH:1]12[O:8][CH:5]([CH2:6][CH2:7]1)[CH2:4][N:3]([C:9]1[N:14]=[C:13](Cl)[N:12]=[C:11]3[N:16]([CH2:19][CH2:20][C:21]#[N:22])[N:17]=[CH:18][C:10]=13)[CH2:2]2.[NH2:23][C:24]1[CH:29]=[CH:28][C:27](B(O)O)=[CH:26][CH:25]=1.C([O-])([O-])=O.[Na+].[Na+]>C1(C)C=CC=CC=1.C(O)C>[NH2:23][C:24]1[CH:29]=[CH:28][C:27]([C:13]2[N:12]=[C:11]3[N:16]([CH2:19][CH2:20][C:21]#[N:22])[N:17]=[CH:18][C:10]3=[C:9]([N:3]3[CH2:4][CH:5]4[O:8][CH:1]([CH2:7][CH2:6]4)[CH2:2]3)[N:14]=2)=[CH:26][CH:25]=1 |f:2.3.4|. Reported procedure: 3-(4-(8-oxa-3-azabicyclo[3.2.1]octan-3-yl)-6-chloro-1H-pyrazolo[3,4-d]pyrimidin-1-yl)propanenitrile (1.75 mmol) was dissolved in toluene (32 mL) and ethanol (19 mL). 4-Aminophenylboronic acid, pinacol ester (858 mg, 3.9 mmol) was added followed by the addition of a 2M aqueous solution of Na2CO3 (7.1 mL). The mixture was degassed by bubbling a stream of nitrogen through the solution and tetrakis(triphenylphosphine)palladium (53 mg) was added. The mixture was heated under reflux for 4 h, cooled to... Reactants: O.O.[Cr](=O)(=O)([O-])O[Cr](=O)(=O)[O-].[Na+].[Na+] (sodium dichromate dihydrate), [N+](=O)([O-])C=1C=C2C=C3CCC4=CC=CC(C2=NC1)=C43 (8-Nitro-10-azaacephenanthrene), C(C)(=O)O (acetic acid), ice water. The product is [N+](=O)([O-])C1=CN=C2C=3C=CC=C4C3C(=CC2=C1)C(=O)OC4=O (7-Nitro-5-azaphenanthrene-1,10-dicarboxylic Anhydride). Yield: 34.0%. Reaction SMILES: [N+:1]([C:4]1[CH:5]=[C:6]2[C:16](=[N:17][CH:18]=1)[C:15]1=[C:19]3C(C[CH2:10][C:11]3=[CH:12][CH:13]=[CH:14]1)=[CH:7]2)([O-:3])=[O:2].[OH2:20].O.[Cr](O[Cr]([O-])(=O)=O)([O-])(=O)=O.[Na+].[Na+].[C:33]([OH:36])(=[O:35])[CH3:34]>>[N+:1]([C:4]1[CH:5]=[C:6]2[C:16]([C:15]3[CH:14]=[CH:13][CH:12]=[C:11]4[C:10](=[O:20])[O:36][C:33](=[O:35])[C:34](=[CH:7]2)[C:19]=34)=[N:17][CH:18]=1)([O-:3])=[O:2] |f:1.2.3.4.5|. Procedure: 8-Nitro-10-azaacephenanthrene (3.0 g, 24 mmol) was heated to 70° C. in acetic acid (100 mL) and sodium dichromate dihydrate (18.0 g, 60.4 mmol) was added. The reaction mixture was heated at reflux for 4 h and poured into ice/water. The precipitated solid was collected and dried in vacuo to obtain 1.64 g (34%) of a yellow solid. The crude material was heated at reflux in a mixture of acetic acid (25 mL) and acetic anhydride (5 mL) for 3 h. The mixture was filtered hot and the collected solid was ... Starting materials: O=C([O-])O, CCOC(C)=O, COc1ccc(C2(CCO)CCNC2)cc1OC, COc1cc(C(=O)Cl)cc(OC)c1OC, CCOC(C)=O, ClCCl, [Na+], [Na+], [Na+], O=C([O-])[O-], O. Yields the product COc1ccc(C2(CCO)CCN(C(=O)c3cc(OC)c(OC)c(OC)c3)C2)cc1OC. RXN SMILES: [C:40](=[O:41])([OH:42])[O-:43].[C:46]([O:47][CH2:48][CH3:49])(=[O:50])[CH3:51].[CH3:1][O:2][c:3]1[cH:4][c:5]([C:11]2([CH2:16][CH2:17][OH:18])[CH2:12][NH:13][CH2:14][CH2:15]2)[cH:6][cH:7][c:8]1[O:9][CH3:10].[CH3:25][O:26][c:27]1[cH:28][c:29]([C:30](=[O:31])[Cl:32])[cH:33][c:34]([O:38][CH3:39])[c:35]1[O:36][CH3:37].[CH3:52][CH2:53][O:54][C:55](=[O:56])[CH3:57].[Cl:58][CH2:59][Cl:60].[Na+:19].[Na+:20].[Na+:44].[O-:21][C:22](=[O:23])[O-:24].[OH2:45]>>[CH3:1][O:2][c:3]1[cH:4][c:5]([C:11]2([CH2:16][CH2:17][OH:18])[CH2:12][N:13]([C:30]([c:29]3[cH:28][c:27]([O:26][CH3:25])[c:35]([O:36][CH3:37])[c:34]([O:38][CH3:39])[cH:33]3)=[O:31])[CH2:14][CH2:15]2)[cH:6][cH:7][c:8]1[O:9][CH3:10]. Reactants: C=CC=C (butadiene), C=CC1=CC=CC=C1 (styrene). Reaction conditions: time 2 hour. The product is C=CC1=CC=CC=C1.C=CC=C.C=CC1=CC=CC=C1 (styrene-butadiene-styrene). As a reaction SMILES: [CH2:1]=[CH:2][CH:3]=[CH2:4].[CH2:5]=[CH:6][C:7]1[CH:12]=[CH:11][CH:10]=[CH:9][CH:8]=1>>[CH2:5]=[CH:6][C:7]1[CH:12]=[CH:11][CH:10]=[CH:9][CH:8]=1.[CH2:1]=[CH:2][CH:3]=[CH2:4].[CH2:1]=[CH:2][C:3]1[CH:8]=[CH:7][CH:6]=[CH:5][CH:4]=1 |f:2.3.4|. Procedure details: In a 800-ml autoclave preliminarily purged with nitrogen were placed 350 ml of cyclohexane which had been subjected to dehydration and oxygen removal and 0.57 ml of a 0.50 mole/liter solution of tetrahydrofuran. Thereto were added 10 g of styrene and 5.85 ml of a 0.50 mole/liter solution of n-butyllithium (5.85 ml corresponds to 2.93 mM of n-butyllithium). The resulting mixture was subjected to polymerization at 50° C. for 1 hr. 30 g of butadiene was added and polymerization was conducted at 60°... Product: COC(=O)Cc1cccc(NC(=O)NCC(=O)N2C(C(=O)OC(C)(C)C)CCC2c2ccccc2)c1. The reactants are [Br-], CS(C)=O, [K+], COC(=O)Cc1cccc(N=C=O)c1, CC(C)(C)OC(=O)C1CCC(c2ccccc2)N1C(=O)CN, C1CCOC1. RXN SMILES: [Br-:27].[CH3:23][S:24]([CH3:25])=[O:26].[K+:28].[N:29](=[C:30]=[O:31])[c:32]1[cH:33][c:34]([CH2:38][C:39](=[O:40])[O:41][CH3:42])[cH:35][cH:36][cH:37]1.[NH2:1][CH2:2][C:3](=[O:4])[N:5]1[CH:6]([C:7](=[O:8])[O:9][C:10]([CH3:11])([CH3:12])[CH3:13])[CH2:14][CH2:15][CH:16]1[c:17]1[cH:18][cH:19][cH:20][cH:21][cH:22]1.[O:43]1[CH2:44][CH2:45][CH2:46][CH2:47]1>>[NH:1]([CH2:2][C:3](=[O:4])[N:5]1[CH:6]([C:7](=[O:8])[O:9][C:10]([CH3:11])([CH3:12])[CH3:13])[CH2:14][CH2:15][CH:16]1[c:17]1[cH:18][cH:19][cH:20][cH:21][cH:22]1)[C:30]([NH:29][c:32]1[cH:33][c:34]([CH2:38][C:39](=[O:40])[O:41][CH3:42])[cH:35][cH:36][cH:37]1)=[O:31]. The product is CCCCCCCCOc1ccc(CO)cc1. As a reaction SMILES: [Al+3:23].[CH2:1]([CH2:2][CH2:3][CH2:4][CH2:5][CH2:6][CH2:7][CH2:8][CH2:9][CH2:10][CH2:11][CH3:12])[O:13][c:14]1[cH:15][cH:16][c:17]([CH2:18][OH:19])[cH:20][cH:21]1.[CH2:28]([O:29][c:30]1[cH:31][cH:32][c:33]([C:34]([O:35][CH3:36])=[O:37])[cH:38][cH:39]1)[CH2:40][CH2:41][CH2:42][CH2:43][CH2:44][CH2:45][CH3:46].[CH2:47]1[O:48][CH2:49][CH2:50][CH2:51]1.[H-:22].[H-:25].[H-:26].[H-:27].[Li+:24]>>[CH2:1]([CH2:2][CH2:3][CH2:4][CH2:5][CH2:6][CH2:7][CH3:8])[O:13][c:14]1[cH:15][cH:16][c:17]([CH2:18][OH:19])[cH:20][cH:21]1. Reactants: [Al+3], CCCCCCCCCCCCOc1ccc(CO)cc1, CCCCCCCCOc1ccc(C(=O)OC)cc1, C1CCOC1, [H-], [H-], [H-], [H-], [Li+]. The product is O=C(Nc1ccccc1)C1C(=O)Sc2ccccc21. Starting materials: Nc1ccccc1, CCOC(=O)C1C(=O)Sc2ccccc21, Cc1ccccc1C. As a reaction SMILES: [NH2:16][c:17]1[cH:18][cH:19][cH:20][cH:21][cH:22]1.[O:1]=[C:2]1[CH:3]([C:11]([O:13][CH2:12][CH3:14])=[O:15])[c:4]2[c:5]([cH:7][cH:8][cH:9][cH:10]2)[S:6]1.[c:23]1([CH3:24])[c:25]([CH3:26])[cH:27][cH:28][cH:29][cH:30]1>>[O:1]=[C:2]1[CH:3]([C:11](=[O:13])[NH:16][c:17]2[cH:18][cH:19][cH:20][cH:21][cH:22]2)[c:4]2[c:5]([cH:7][cH:8][cH:9][cH:10]2)[S:6]1.